Dataset: the Open Reaction Database (ORD), a public repository of structured organic reaction records. Task: describe an organic reaction: reactants, conditions, products, and yield The reactants are N1(CCNCC1)C(=O)OCC (Ethyl 1-piperazinecarboxylate), C(C=CC1=CC=CC=C1)=O (cinnamaldehyde). Product: C(C=CC1=CC=CC=C1)N1CCNCC1 (1-cinnamylpiperazine). Reaction SMILES: [N:1]1([C:7](OCC)=O)[CH2:6][CH2:5][NH:4][CH2:3][CH2:2]1.C(=O)[CH:13]=[CH:14][C:15]1[CH:20]=[CH:19][CH:18]=[CH:17][CH:16]=1>>[CH2:7]([N:1]1[CH2:2][CH2:3][NH:4][CH2:5][CH2:6]1)[CH:13]=[CH:14][C:15]1[CH:20]=[CH:19][CH:18]=[CH:17][CH:16]=1. Reported procedure: Ethyl 1-piperazinecarboxylate and cinnamaldehyde were used as the starting materials and treated in the same ,manner as in Reference Example 51 to give 1-cinnamylpiperazine as an oil. Reactants: N1C=NC=C1 (imidazole), C(C)(C)(C)[Si](Cl)(C1=CC=CC=C1)C1=CC=CC=C1 (tert-butyldiphenylchlorosilane), BrCC(CBr)O (1,3-Dibromo-2-propanol), C([O-])([O-])=O.[Na+].[Na+] (sodium carbonate), C(C)(C)(C)OC(N[C@@H]1CC[C@H](CC1)N)=O (tert-butyl(trans-4-aminocyclohexyl)carbamate). The solvent is C(C)O (ethanol), C(C)(=O)OCC (ethyl acetate). Product: [Si](C1=CC=CC=C1)(C1=CC=CC=C1)(C(C)(C)C)OC1CN(C1)[C@@H]1CC[C@H](CC1)NC(OC(C)(C)C)=O (Tert-butyl [trans-4-(3-{[tert-butyl(diphenyl)silyl]oxy}azetidin-1-yl)cyclohexyl]carbamate). The yield is 32.1%. Reaction SMILES: Br[CH2:2][CH:3]([OH:6])[CH2:4]Br.C(=O)([O-])[O-].[Na+].[Na+].[C:13]([O:17][C:18](=[O:27])[NH:19][C@H:20]1[CH2:25][CH2:24][C@H:23]([NH2:26])[CH2:22][CH2:21]1)([CH3:16])([CH3:15])[CH3:14].N1C=CN=C1.[C:33]([Si:37]([C:45]1[CH:50]=[CH:49][CH:48]=[CH:47][CH:46]=1)([C:39]1[CH:44]=[CH:43][CH:42]=[CH:41][CH:40]=1)Cl)([CH3:36])([CH3:35])[CH3:34]>C(OCC)(=O)C.C(O)C>[Si:37]([O:6][CH:3]1[CH2:4][N:26]([C@H:23]2[CH2:22][CH2:21][C@H:20]([NH:19][C:18](=[O:27])[O:17][C:13]([CH3:16])([CH3:14])[CH3:15])[CH2:25][CH2:24]2)[CH2:2]1)([C:33]([CH3:36])([CH3:35])[CH3:34])([C:45]1[CH:46]=[CH:47][CH:48]=[CH:49][CH:50]=1)[C:39]1[CH:44]=[CH:43][CH:42]=[CH:41][CH:40]=1 |f:1.2.3|. Procedure details: 1,3-Dibromo-2-propanol (1.70 ml, 16.5 mmol) and sodium carbonate (15.9 g, 150 mmol) were added to an ethanol (300 ml) solution of tert-butyl(trans-4-aminocyclohexyl)carbamate (3.21 g, 15.0 mmol) and the resulting mixture was stirred under heating to reflux overnight. After cooling, insoluble matter was removed by filtration through celite and then the filtrate was concentrated under reduced pressure. The residue was diluted with water, followed by extraction with ethyl acetate. Then the organic ... Reaction SMILES: [CH3:15][c:16]1[cH:17][cH:18][cH:19][cH:20][cH:21]1.[Cl:1][c:2]1[c:3]([S:8](=[O:9])(=[O:10])[N:11]=[C:12]=[O:13])[cH:4][cH:5][cH:6][cH:7]1.[NH3:14]>>[Cl:1][c:2]1[c:3]([S:8](=[O:9])(=[O:10])[NH:11][C:12](=[O:13])[NH2:14])[cH:4][cH:5][cH:6][cH:7]1. The reactants are Cc1ccccc1, O=C=NS(=O)(=O)c1ccccc1Cl, N. Product: NC(=O)NS(=O)(=O)c1ccccc1Cl. Reactants: CCOC(=O)CCCBr, O=C([O-])[O-], [Cs+], [Cs+], CN(C)C=O, CC1(C)C(C(=O)c2cn(CC3CCOCC3)c3ccc(O)cc23)C1(C)C. Yields the product CCOC(=O)CCCOc1ccc2c(c1)c(C(=O)C1C(C)(C)C1(C)C)cn2CC1CCOCC1. RXN SMILES: [Br:33][CH2:34][CH2:35][CH2:36][C:37](=[O:38])[O:39][CH2:40][CH3:41].[C:27](=[O:28])([O-:29])[O-:30].[Cs+:31].[Cs+:32].[O:42]=[CH:43][N:44]([CH3:45])[CH3:46].[OH:1][c:2]1[cH:3][c:4]2[c:5]([C:18](=[O:19])[CH:20]3[C:21]([CH3:25])([CH3:26])[C:22]3([CH3:23])[CH3:24])[cH:6][n:7]([CH2:11][CH:12]3[CH2:13][CH2:14][O:15][CH2:16][CH2:17]3)[c:8]2[cH:9][cH:10]1>>[O:1]([c:2]1[cH:3][c:4]2[c:5]([C:18](=[O:19])[CH:20]3[C:21]([CH3:25])([CH3:26])[C:22]3([CH3:23])[CH3:24])[cH:6][n:7]([CH2:11][CH:12]3[CH2:13][CH2:14][O:15][CH2:16][CH2:17]3)[c:8]2[cH:9][cH:10]1)[CH2:34][CH2:35][CH2:36][C:37](=[O:38])[O:39][CH2:40][CH3:41]. The reactants are O=S(=O)(O)Cl, ClCCl, Cl, O=C(COc1ccccc1)Nc1ccccn1. Yields the product O=C(COc1ccc(S(=O)(=O)Cl)cc1)Nc1ccccn1. As a reaction SMILES: [Cl:19][S:20](=[O:21])(=[O:22])[OH:23].[Cl:24][CH2:25][Cl:26].[ClH:18].[O:1]([c:2]1[cH:3][cH:4][cH:5][cH:6][cH:7]1)[CH2:8][C:9](=[O:10])[NH:11][c:12]1[n:13][cH:14][cH:15][cH:16][cH:17]1>>[O:1]([c:2]1[cH:3][cH:4][c:5]([S:20]([Cl:19])(=[O:21])=[O:22])[cH:6][cH:7]1)[CH2:8][C:9](=[O:10])[NH:11][c:12]1[n:13][cH:14][cH:15][cH:16][cH:17]1. Starting materials: Cc1c(C#N)sc(C(N)=O)c1C, CO, Cl, [H][H]. Yields the product Cc1c(CN)sc(C(N)=O)c1C, Cl. Reaction SMILES: [C:1](#[N:2])[c:3]1[c:4]([CH3:12])[c:5]([CH3:11])[c:6]([C:8](=[O:9])[NH2:10])[s:7]1.[CH3:16][OH:17].[ClH:15].[H:13][H:14]>>[CH2:1]([NH2:2])[c:3]1[c:4]([CH3:12])[c:5]([CH3:11])[c:6]([C:8](=[O:9])[NH2:10])[s:7]1.[ClH:15]. Starting materials: TEA, COC(\C=C\C=1C=C2C(CC3(CN(CCC3)C(=O)OC(C)(C)C)OC2=CC1)=O)=O ((±)-(E)-3-[1′-tert-butoxycarbonyl-4-oxo-spiro(chromane-2,3′-piperidine)-6-yl]-acrylic acid methyl ester), CC(=O)O (AcOH), CN1C=C(C2=CC=CC=C12)C=O (N-methyl-indol-3-carbaldehyde), [BH-](OC(=O)C)(OC(=O)C)OC(=O)C.[Na+] (NaBH(OAc)3). Solvent: C(Cl)Cl (DCM). Conditions: time 10 minute. The product is COC(\C=C\C=1C=C2C(CC3(CN(CCC3)CC3=CN(C4=CC=CC=C34)C)OC2=CC1)=O)=O ((E)-3-[1′-(1-methyl-1H-indol-3-ylmethyl)-4-oxo-spiro(chromane-2,3′-piperidine)-6-yl]-acrylic acid methyl ester). Isolated yield 99.4%. RXN SMILES: [CH3:1][O:2][C:3](=[O:29])/[CH:4]=[CH:5]/[C:6]1[CH:7]=[C:8]2[C:25](=[CH:26][CH:27]=1)[O:24][C:11]1([CH2:16][CH2:15][CH2:14][N:13]([C:17](OC(C)(C)C)=O)[CH2:12]1)[CH2:10][C:9]2=[O:28].CC(O)=O.[CH3:34][N:35]1[C:43]2[C:38](=[CH:39][CH:40]=[CH:41][CH:42]=2)[C:37](C=O)=[CH:36]1.[BH-](OC(C)=O)(OC(C)=O)OC(C)=O.[Na+]>C(Cl)Cl>[CH3:1][O:2][C:3](=[O:29])/[CH:4]=[CH:5]/[C:6]1[CH:7]=[C:8]2[C:25](=[CH:26][CH:27]=1)[O:24][C:11]1([CH2:16][CH2:15][CH2:14][N:13]([CH2:17][C:37]3[C:38]4[C:43](=[CH:42][CH:41]=[CH:40][CH:39]=4)[N:35]([CH3:34])[CH:36]=3)[CH2:12]1)[CH2:10][C:9]2=[O:28] |f:3.4|. Procedure details: TEA (0.14 ml, 1.0 mmol) was added to suspension of Intermediate 2 (290 mg, 0.86 mmol) in DCM (10 ml). The mixture was stirred at RT for 10 min and then the pH value was adjusted to 5 with AcOH. The mixture was treated with N-methyl-indol-3-carbaldehyde (164 mg, 1.03 mmol) and NaBH(OAc)3 (219 mg, 1.03 mmol) following the procedure described in Example 31, A, giving (E)-3-[1′-(1-methyl-1H-indol-3-ylmethyl)-4-oxo-spiro(chromane-2,3′-piperidine)-6-yl]-acrylic acid methyl ester (380 mg) as a light or... Reactants: ClCCl, CN(C)C=O, O=C(O)C(CC1CCCC1)c1ccc([N+](=O)[O-])cc1, CCN(C(C)C)C(C)C, O=C(Cl)C(=O)Cl, Nc1ccccn1, C1CCOC1. The product is O=C(Nc1ccccn1)C(CC1CCCC1)c1ccc([N+](=O)[O-])cc1. Reaction SMILES: [CH2:42]([Cl:43])[Cl:44].[CH3:50][N:51]([CH3:52])[CH:53]=[O:54].[CH:1]1([CH2:6][CH:7]([C:8](=[O:9])[OH:10])[c:11]2[cH:12][cH:13][c:14]([N+:17](=[O:18])[O-:19])[cH:15][cH:16]2)[CH2:2][CH2:3][CH2:4][CH2:5]1.[CH:33]([N:34]([CH2:35][CH3:36])[CH:37]([CH3:38])[CH3:39])([CH3:40])[CH3:41].[Cl:20][C:21]([C:22]([Cl:23])=[O:24])=[O:25].[NH2:26][c:27]1[n:28][cH:29][cH:30][cH:31][cH:32]1.[O:45]1[CH2:46][CH2:47][CH2:48][CH2:49]1>>[CH:1]1([CH2:6][CH:7]([C:8](=[O:10])[NH:26][c:27]2[n:28][cH:29][cH:30][cH:31][cH:32]2)[c:11]2[cH:12][cH:13][c:14]([N+:17](=[O:18])[O-:19])[cH:15][cH:16]2)[CH2:2][CH2:3][CH2:4][CH2:5]1. The reactants are COc1ccc(CN2c3ncccc3NC(=O)c3cccnc32)cc1, CI, CN(C)C=O, [H-], [Na+], O. Product: COc1ccc(CN2c3ncccc3C(=O)N(C)c3cccnc32)cc1. As a reaction SMILES: [CH3:1][O:2][c:3]1[cH:4][cH:5][c:6]([CH2:9][N:10]2[c:11]3[c:12]([cH:22][cH:23][cH:24][n:25]3)[NH:13][C:14](=[O:21])[c:15]3[c:16]2[n:17][cH:18][cH:19][cH:20]3)[cH:7][cH:8]1.[CH3:28][I:29].[CH3:31][N:32]([CH3:33])[CH:34]=[O:35].[H-:26].[Na+:27].[OH2:30]>>[CH3:1][O:2][c:3]1[cH:4][cH:5][c:6]([CH2:9][N:10]2[c:11]3[c:12]([cH:22][cH:23][cH:24][n:25]3)[N:13]([CH3:28])[C:14](=[O:21])[c:15]3[c:16]2[n:17][cH:18][cH:19][cH:20]3)[cH:7][cH:8]1. Reactants: CC(C)(C)NC(N)=O, O, Cc1ccc(O)c2c1C1CCCCC1C2=O, O=S(=O)(O)O. Product: Cc1cc(C(C)(C)C)c(O)c2c1C1CCCCC1C2=O. Reaction SMILES: [C:22]([CH3:23])([CH3:24])([CH3:25])[NH:26][C:27]([NH2:28])=[O:29].[OH2:30].[OH:1][c:2]1[cH:3][cH:4][c:5]([CH3:16])[c:6]2[c:14]1[C:13](=[O:15])[CH:12]1[CH:7]2[CH2:8][CH2:9][CH2:10][CH2:11]1.[S:17](=[O:18])(=[O:19])([OH:20])[OH:21]>>[OH:1][c:2]1[c:3]([C:22]([CH3:23])([CH3:24])[CH3:25])[cH:4][c:5]([CH3:16])[c:6]2[c:14]1[C:13](=[O:15])[CH:12]1[CH:7]2[CH2:8][CH2:9][CH2:10][CH2:11]1.